Dataset: the Open Reaction Database (ORD), a public repository of structured organic reaction records. Task: describe an organic reaction: reactants, conditions, products, and yield The reactants are C(C)(=O)O (acetic acid), [N+](=O)([O-])C=1C=CC2=C(C(=NS2)CC(=O)OCC)C1 (ethyl 5-nitro-1,2-benzisothiazole-3-acetate), C(Cl)Cl (methylene chloride), C(O)([O-])=O.[Na+] (sodium hydrogen carbonate). The reagents and catalysts are [Fe] (iron), [Fe] (iron). Solvent: C(C)(=O)OCC (ethyl acetate). Run at temperature 50 celsius, time 2 hour. Yields the product NC=1C=CC2=C(C(=NS2)CC(=O)OCC)C1 (Ethyl 5-amino-1,2-benzisothiazole-3-acetate). Reaction SMILES: C(O)(=O)C.[N+:5]([C:8]1[CH:9]=[CH:10][C:11]2[S:15][N:14]=[C:13]([CH2:16][C:17]([O:19][CH2:20][CH3:21])=[O:18])[C:12]=2[CH:22]=1)([O-])=O.C(=O)([O-])O.[Na+].C(Cl)Cl>C(OCC)(=O)C.[Fe]>[NH2:5][C:8]1[CH:9]=[CH:10][C:11]2[S:15][N:14]=[C:13]([CH2:16][C:17]([O:19][CH2:20][CH3:21])=[O:18])[C:12]=2[CH:22]=1 |f:2.3|. Procedure details: A 10% acetic acid solution (31.0 mL) is stirred at 50° C., treated with iron powder (0.656 g), treated dropwise with a solution of ethyl 5-nitro-1,2-benzisothiazole-3-acetate (1.03 g, 3.88 mmol) in ethyl acetate, stirred at 50° C. for two hours, treated with additional iron powder (0.305 g), stirred at 50° C. for 15 minutes, and poured into saturated sodium hydrogen carbonate solution. The resultant aqueous mixture is extracted with ethyl acetate. The combined organic extracts are washed sequent...